The task is: describe an organic reaction: reactants, conditions, products, and yield. This data is from the Open Reaction Database (ORD), a public repository of structured organic reaction records. Reactants: COB(OC)OC (trimethylborate), [Li]CCCC (n-BuLi), CCCCCC (n-hexane), C[Si](C)(C)C#C (trimethylsilylacetylene). The solvent is C1CCOC1 (THF). Conditions: time 15 minute. The product is COB(OC)C#C[Si](C)(C)C (trimethylsilylacetylene boronic acid dimethyl ester). RXN SMILES: [CH3:1][Si:2]([C:5]#[CH:6])([CH3:4])[CH3:3].[Li]CCCC.CCCCCC.[CH3:18][O:19][B:20](OC)[O:21][CH3:22]>C1COCC1>[CH3:18][O:19][B:20]([C:6]#[C:5][Si:2]([CH3:4])([CH3:3])[CH3:1])[O:21][CH3:22]. Procedure details: A solution of trimethylsilylacetylene (0.51 mL) in THF (4 mL) was cooled to −78° C. under argon, and then a solution of n-BuLi in n-hexane (1.6 M, 2.25 mL, 3.6 mmol) was added via syringe. The resulting mixture was stirred at the same temperature for 15 min, then trimethylborate (0.4 mL, 3.6 mmol) was added. The cooling bath was removed, and the mixture was stirred at room temperature for 15 min to give a solution of the title compound. Starting materials: CS(=O)(=O)OCCC=1OC2=C(C1)C=C(C=C2)C2=CC=C(C=C2)C#N (2-[5-(4-cyanophenyl)-1-benzofuran-2-yl]ethyl methanesulfonate), C(C)NCCC (ethyl(propyl)amine). Product: C(C)N(CCC=1OC2=C(C1)C=C(C=C2)C2=CC=C(C#N)C=C2)CCC (4-(2-{2-[ethyl(propyl)amino]ethyl}-1-benzofuran-5-yl)benzonitrile). RXN SMILES: CS(O[CH2:6][CH2:7][C:8]1[O:9][C:10]2[CH:16]=[CH:15][C:14]([C:17]3[CH:22]=[CH:21][C:20]([C:23]#[N:24])=[CH:19][CH:18]=3)=[CH:13][C:11]=2[CH:12]=1)(=O)=O.[CH2:25]([NH:27][CH2:28][CH2:29][CH3:30])[CH3:26]>>[CH2:25]([N:27]([CH2:28][CH2:29][CH3:30])[CH2:6][CH2:7][C:8]1[O:9][C:10]2[CH:16]=[CH:15][C:14]([C:17]3[CH:22]=[CH:21][C:20]([C:23]#[N:24])=[CH:19][CH:18]=3)=[CH:13][C:11]=2[CH:12]=1)[CH3:26]. Procedure: The product from Example 1C and ethyl(propyl)amine were processed as described in Example 1D to provide the titled compound. MS (DCI) m/z 333 (M+H)+; The reactants are N1C(=O)NC=2NC(=O)NC2C1=O (uric acid), N1C(=O)NC=2NC(=O)NC2C1=O (uric acid), N1C(=O)NC=2NC(=O)NC2C1=O (uric acid), N1C(=O)NC=2NC(=O)NC2C1=O (uric acid), Cl(=O)(=O)(=O)O (perchloric acid), Cl(=O)(=O)(=O)O (perchloric acid), N1C(=O)NC=2NC(=O)NC2C1=O (uric acid), N1C(=O)NC=2NC(=O)NC2C1=O (uric acid), N1C(=O)NC=2NC(=O)NC2C1=O (uric acid), C12=C(NC(=O)N1)NC(=O)NC2=O.N (ammonium urate). The product is N1C(=O)NC=2NC(=O)NC2C1=O (Uric acid), Cl(=O)(=O)(=O)[O-] (perchlorate). Reaction SMILES: [NH:1]1[C:11](=[O:12])[C:10]2[NH:9][C:7](=[O:8])[NH:6][C:5]=2[NH:4][C:2]1=[O:3].C12C(=O)NC(=O)NC=1NC(N2)=O.N.[Cl:26]([OH:30])(=[O:29])(=[O:28])=[O:27]>>[NH:1]1[C:11](=[O:12])[C:10]2[NH:9][C:7](=[O:8])[NH:6][C:5]=2[NH:4][C:2]1=[O:3].[Cl:26]([O-:30])(=[O:29])(=[O:28])=[O:27] |f:1.2|. Reported procedure: A multi-faceted process for preparing uric acid of varying degrees of purity includes a first phase wherein uric acid of approximately 80-90% purity is prepared by dissolving fecal matter containing uric acid in a dilute alkali solution and then separating any undissolved solid residue therefrom. An ammonium salt is added to the solution to precipitate ammonium urate, which is readily convertible by conventional means to uric acid of 80-90% purity. Uric acid of even greater purity is prepared in...